This data is from the Open Reaction Database (ORD), a public repository of structured organic reaction records. The task is: describe an organic reaction: reactants, conditions, products, and yield The reactants are acid chloride, C(C)(C)(C)OC(NC1=CC(=CC=C1)CN1N=C(C=C1)NC([C@H](CC1CCCC1)C1=CC(=C(C=C1)S(=O)(=O)C)Cl)=O)=O ((3-{3-[2-(R)-(3-chloro-4-methanesulfonyl-phenyl)-3-cyclopentyl-propionylamino]-pyrazol-1-ylmethyl}-phenyl)-carbamic acid tert-butyl ester), 3-(3-amino-pyrazol-1-yl)-propane-(R)-1,2-diol, N1=C(C=CC=C1C)C (2,6-lutidine), C(C(=O)Cl)(=O)Cl (oxalyl chloride). The reagents and catalysts are CN(C=O)C (N,N-dimethylformamide). The solvent is C(Cl)Cl (methylene chloride), C(Cl)Cl (methylene chloride), C(Cl)Cl (methylene chloride), C(Cl)Cl (methylene chloride), C(Cl)Cl (methylene chloride). Run at temperature 0 celsius, time 30 minute. Yields the product C1(CCCC1)C[C@@H](C(=O)NC1=NN(C=C1)C[C@H](CO)O)C1=CC(=C(C=C1)S(=O)(=O)C)C ((R)-3-cyclopentyl-N-[1-((R)-2,3-dihydroxy-propyl)-1H-pyrazol-3-yl]-2-(4-methanesulfonyl-3-methyl-phenyl)-propionamide). Yield: 42.0%. RXN SMILES: C(OC(=O)NC1C=CC=C([CH2:14][N:15]2[CH:19]=[CH:18][C:17]([NH:20][C:21](=[O:40])[C@@H:22]([C:29]3[CH:34]=[CH:33][C:32]([S:35]([CH3:38])(=[O:37])=[O:36])=[C:31](Cl)[CH:30]=3)[CH2:23][CH:24]3[CH2:28][CH2:27][CH2:26][CH2:25]3)=[N:16]2)C=1)(C)(C)C.[C:42](Cl)(=[O:46])[C:43](Cl)=[O:44].N1C(C)=CC=C[C:49]=1C>C(Cl)Cl.CN(C)C=O>[CH:24]1([CH2:23][C@H:22]([C:29]2[CH:34]=[CH:33][C:32]([S:35]([CH3:38])(=[O:36])=[O:37])=[C:31]([CH3:49])[CH:30]=2)[C:21]([NH:20][C:17]2[CH:18]=[CH:19][N:15]([CH2:14][C@@H:42]([OH:46])[CH2:43][OH:44])[N:16]=2)=[O:40])[CH2:25][CH2:26][CH2:27][CH2:28]1. Procedure: A solution of 3-cyclopentyl-2(R)-(4-methanesulfonyl-3-methyl-phenyl)-propionic acid (prepared as in PCT WO 2004/052869 A1, Example 57, 360 mg, 1.16 mmol) was dissolved in methylene chloride (8 mL) and cooled to 0° C. To this solution was added dropwise a solution of oxalyl chloride in methylene chloride (2 M solution, 640 μL, 1.27 mmol) and N,N-dimethylformamide (one drop) and it was then stirred at 0° C. for 20 minutes and 30 minutes at 25° C. After this time, the reaction was concentrated in v... The reactants are C(C1=CC=CC=C1)N1[C@@H](CNCC1)CC1=CC=CC=C1 ((2R)-1,2-dibenzylpiperazine), CS(=O)(=O)Cl (methanesulfonyl chloride), O (water), C([O-])([O-])=O.[K+].[K+] (Potassium carbonate). The solvent is ClCCl (dichloromethane), ClCCl (Dichloromethane). Conditions: time 1 hour. Product: C(C1=CC=CC=C1)N1[C@@H](CN(CC1)S(=O)(=O)C)CC1=CC=CC=C1 ((2R)-1,2-dibenzyl-4-methanesulfonylpiperazine). Yield: 85.2%. As a reaction SMILES: [CH2:1]([N:8]1[CH2:13][CH2:12][NH:11][CH2:10][C@H:9]1[CH2:14][C:15]1[CH:20]=[CH:19][CH:18]=[CH:17][CH:16]=1)[C:2]1[CH:7]=[CH:6][CH:5]=[CH:4][CH:3]=1.[CH3:21][S:22](Cl)(=[O:24])=[O:23].C(=O)([O-])[O-].[K+].[K+].O>ClCCl>[CH2:1]([N:8]1[CH2:13][CH2:12][N:11]([S:22]([CH3:21])(=[O:24])=[O:23])[CH2:10][C@H:9]1[CH2:14][C:15]1[CH:20]=[CH:19][CH:18]=[CH:17][CH:16]=1)[C:2]1[CH:3]=[CH:4][CH:5]=[CH:6][CH:7]=1 |f:2.3.4|. Procedure: To a stirred solution of (2R)-1,2-dibenzylpiperazine (2.0 g; 7.5 mmol) in dichloromethane (30 ml), methanesulfonyl chloride (0.86 g; 7.5 mmol) was added and the mixture was stirred at ambient temperature for 1 h. Potassium carbonate (1.1 g) was added and stirring was continued for another hour. Dichloromethane (20 ml) and water (10 ml) were added and the phases were separated. The organic phase was washed with water (10 ml) and dried over magnesium sulfate. The solvent was evaporated in vacuo to... Starting materials: C[N+]1(CCOCC1)[O-] (4-Methyl-morpholine N-oxide), C(C=C)N(C=1C(=C(C(=C(C(=O)NCCOC(C)=O)C1I)I)COC(C)=O)I)C(C(COC(C)=O)OC(C)=O)=O (5-[N′-(2-Propenyl)-2,3 -diacetoxypropionylamino]-3-acetoxymethyl-N-(2-acetoxyethyl)-2,4,6-triiodobenzamide), O (water), C(C)(C)(C)OO (t-butylhydroperoxide). Reagents/catalysts: [Os](=O)(=O)(=O)=O (Osmium tetroxide). Run in CC(=O)C (acetone). Conditions: time 24 hour. Yields the product OC(CN(C=1C(=C(C(=C(C(=O)NCCOC(C)=O)C1I)I)COC(C)=O)I)C(C(COC(C)=O)OC(C)=O)=O)CO (5-[N′(2,3-Dihydroxypropy)-2,3-diacetoxypropionylamino]-3-acetoxymethl-N-(2-acetoxyethyl)-2,4,6-triiodobenzamide). RXN SMILES: [CH2:1]([N:4]([C:28](=[O:39])[CH:29]([O:35][C:36](=[O:38])[CH3:37])[CH2:30][O:31][C:32](=[O:34])[CH3:33])[C:5]1[C:6]([I:27])=[C:7]([CH2:22][O:23][C:24](=[O:26])[CH3:25])[C:8]([I:21])=[C:9]([C:19]=1[I:20])[C:10]([NH:12][CH2:13][CH2:14][O:15][C:16](=[O:18])[CH3:17])=[O:11])[CH:2]=[CH2:3].[OH2:40].C([O:45]O)(C)(C)C.C[N+]1([O-])CCOCC1>CC(C)=O.[Os](=O)(=O)(=O)=O>[OH:40][CH:2]([CH2:3][OH:45])[CH2:1][N:4]([C:28](=[O:39])[CH:29]([O:35][C:36](=[O:38])[CH3:37])[CH2:30][O:31][C:32](=[O:34])[CH3:33])[C:5]1[C:6]([I:27])=[C:7]([CH2:22][O:23][C:24](=[O:26])[CH3:25])[C:8]([I:21])=[C:9]([C:19]=1[I:20])[C:10]([NH:12][CH2:13][CH2:14][O:15][C:16](=[O:18])[CH3:17])=[O:11]. Procedure: 5-[N′-(2-Propenyl)-2,3 -diacetoxypropionylamino]-3-acetoxymethyl-N-(2-acetoxyethyl)-2,4,6-triiodobenzamide (8.73 g, 9.90 mmol) was dissolved in acetone (360 ml) and water (40 ml) and the solution was cooled in an ice-bath. Osmium tetroxide (110 mg, 0.43 mmol), and an excess of t-butylhydroperoxide was added. 4-Methyl-morpholine N-oxide (2,32 g, 19.8 mmol) was added and the mixture was stirred at room temperature for 24 h. The reaction was then quenched by addition of a saturated solution of sodi... Reactants: solution, N1=CC=CC2=CC=C3C=CC=NC3=C12 (1,10-phenanthroline), N1=CC=CC=C1.O (pyridine water), FC(C(=O)O)(F)F (trifluoroacetic acid), [H][H] (hydrogen), 4-({4-[6-(2-chloro-phenyl)-η5-cyclopentadienyliron(II)]piperazin-1-yl}carbonyloxymethyl)phenoxymethyl polystyrene hexafluorophosphate, [H][H] (hydrogen), FC(C1=C(C=CC=C1)S)(F)F (2-trifluoromethylthiophenol), [H-].[Na+] (sodium hydride). Run in ClCCl (dichlormethane), O1CCCC1.CN(C=O)C (tetrahydrofuran dimethylformamide). Reaction conditions: temperature 55 celsius, time 12 hour. Yields the product FC(C1=C(C=CC=C1)SC1=C(C=CC=C1)N1CCNCC1)(F)F (1-[2-(2-Trifluoromethylphenylsulfanyl)phenyl]piperazine). Reaction SMILES: [F:1][C:2]([F:11])([F:10])[C:3]1[CH:8]=[CH:7][CH:6]=[CH:5][C:4]=1[SH:9].[H-].[Na+].[H][H].N1[C:29]2[C:20](=[CH:21][CH:22]=[C:23]3[C:28]=2[N:27]=[CH:26][CH:25]=C3)C=CC=1.FC(F)(F)C(O)=O.[N:37]1C=CC=[CH:39][CH:38]=1.O>ClCCl.O1CCCC1.CN(C)C=O>[F:11][C:2]([F:1])([F:10])[C:3]1[CH:8]=[CH:7][CH:6]=[CH:5][C:4]=1[S:9][C:29]1[CH:20]=[CH:21][CH:22]=[CH:23][C:28]=1[N:27]1[CH2:26][CH2:25][NH:37][CH2:38][CH2:39]1 |f:1.2,6.7,9.10|. Procedure: To a solution of 2-trifluoromethylthiophenol (1.75 g, 9.8 mmol) in a 1:1 mixture of tetrahydrofuran/dimethylformamide (30 mL), sodium hydride (7.4 mmol, 60% in mineral oil) was carefully added at room temperature (Caution: Generation of hydrogen). The mixture was stirred for an additional 30 min after the generation of hydrogen had ceased. Subsequently, 4-({4-[6-(2-chloro-phenyl)-η5-cyclopentadienyliron(II)]piperazin-1-yl}carbonyloxymethyl)phenoxymethyl polystyrene hexafluorophosphate (3.5 g, 2.... Starting materials: C(C)OC(C(CCC(CCCCC1=NC=2NCCCC2C=C1)=O)C=1C=NC(=NC1)C)=O ((2-Methyl-pyrimidin-5-yl)-5-oxo-9-(5,6,7,8-tetrahydro-[1,8]naphthyridin-2-yl)-nonanoic Acid Ethyl Ester), [OH-].[Na+] (NaOH). Solvent: C(C)O (ethanol). Reaction conditions: time 30 minute. Product: CC1=NC=C(C=N1)C(C(=O)O)CCC(CCCCC1=NC=2NCCCC2C=C1)=O ((2-Methyl-pyrimidin-5-yl)-5-oxo-9-(5,6,7,8-tetrahydro-[1,8]naphthyridin-2-yl)-nonanoic Acid). RXN SMILES: C([O:3][C:4](=[O:31])[CH:5]([C:24]1[CH:25]=[N:26][C:27]([CH3:30])=[N:28][CH:29]=1)[CH2:6][CH2:7][C:8](=[O:23])[CH2:9][CH2:10][CH2:11][CH2:12][C:13]1[CH:22]=[CH:21][C:20]2[CH2:19][CH2:18][CH2:17][NH:16][C:15]=2[N:14]=1)C.[OH-].[Na+]>C(O)C>[CH3:30][C:27]1[N:28]=[CH:29][C:24]([CH:5]([CH2:6][CH2:7][C:8](=[O:23])[CH2:9][CH2:10][CH2:11][CH2:12][C:13]2[CH:22]=[CH:21][C:20]3[CH2:19][CH2:18][CH2:17][NH:16][C:15]=3[N:14]=2)[C:4]([OH:31])=[O:3])=[CH:25][N:26]=1 |f:1.2|. Reported procedure: To a solution of 1-10a (0.15 g, 0.353 mmol) in ethanol (1 mL) was added NaOH (0.39 rnL of 1N solution in water, 0.39 mmol). After 30 minutes, the mixture was concentrated, and the residue chromatographed on silica gel (20:10:1:1 to 10:10:1:1 ethyl acetate/ethanol/NH4OH/water) to give 1-11a as a white solid. Reactants: [Al+3], ClCCl, [Cl-], [Cl-], [Cl-], O=C(Cl)c1cc([N+](=O)[O-])c(F)cc1Cl, ClC(Cl)C(Cl)Cl, Cl, c1ccccc1. The product is O=C(c1ccccc1)c1cc([N+](=O)[O-])c(F)cc1Cl. RXN SMILES: [Al+3:22].[CH2:25]([Cl:26])[Cl:27].[Cl-:21].[Cl-:23].[Cl-:24].[Cl:1][c:2]1[c:3]([C:4](=[O:5])[Cl:6])[cH:7][c:8]([N+:12](=[O:13])[O-:14])[c:9]([F:11])[cH:10]1.[Cl:28][CH:29]([CH:30]([Cl:31])[Cl:32])[Cl:33].[ClH:34].[cH:15]1[cH:16][cH:17][cH:18][cH:19][cH:20]1>>[Cl:1][c:2]1[c:3]([C:4](=[O:5])[c:15]2[cH:16][cH:17][cH:18][cH:19][cH:20]2)[cH:7][c:8]([N+:12](=[O:13])[O-:14])[c:9]([F:11])[cH:10]1. Reactants: COC(=O)C1=C(N=C(S1)N)CO (2-amino-4-hydroxymethylthiazole-5-carboxylic acid methyl ester), CN(C=O)C (N,N-dimethylformamide). The reagents and catalysts are [O-2].[O-2].[Mn+4] (manganese dioxide). Run in O1CCOCC1 (1,4-dioxane). Reaction conditions: time 40 hour. Product: COC(=O)C1=C(N=C(S1)N)C=O (2-amino-4-formylthiazole-5-carboxylic acid methyl ester). Isolated yield 89.9%. As a reaction SMILES: [CH3:1][O:2][C:3]([C:5]1[S:9][C:8]([NH2:10])=[N:7][C:6]=1[CH2:11][OH:12])=[O:4].CN(C)C=O>O1CCOCC1.[O-2].[O-2].[Mn+4]>[CH3:1][O:2][C:3]([C:5]1[S:9][C:8]([NH2:10])=[N:7][C:6]=1[CH:11]=[O:12])=[O:4] |f:3.4.5|. Procedure details: To a solution of the compound (1.35 g) obtained in Step 3 in 1,4-dioxane (68 ml)/N,N-dimethylformamide (13 ml) was added manganese dioxide (3.68 g) at room temperature and the mixture was stirred at room temperature for 40 hr. The insoluble material was filtered off, and the filtrate was concentrated under reduced pressure to give the title compound (1.20 g). Reactants: ice water, ClC1=CC=CC(=N1)OCC(C(C)(C)C)=O (1-(6-chloro-2-pyridinyloxy)-3,3-dimethyl-2-butanone), BrBr (bromine), BrBr (bromine), [OH-].[Na+] (NaOH). The solvent is O1CCOCC1 (dioxane). Conditions: temperature 65 celsius, time 10 minute. The product is BrC(C(C(C)(C)C)=O)OC1=NC(=CC=C1)Cl (1-bromo-1-(6-chloro-2-pyridinyloxy)-3,3-dimethyl-2-butanone). The yield is 84.5%. Reaction SMILES: [Cl:1][C:2]1[N:7]=[C:6]([O:8][CH2:9][C:10](=[O:15])[C:11]([CH3:14])([CH3:13])[CH3:12])[CH:5]=[CH:4][CH:3]=1.[Br:16]Br.[OH-].[Na+]>O1CCOCC1>[Br:16][CH:9]([O:8][C:6]1[CH:5]=[CH:4][CH:3]=[C:2]([Cl:1])[N:7]=1)[C:10](=[O:15])[C:11]([CH3:12])([CH3:14])[CH3:13] |f:2.3|. Procedure: A stirred solution of 227.68 g (1.0 mole) of 1-(6-chloro-2-pyridinyloxy)-3,3-dimethyl-2-butanone, prepared above, in 1000 ml dioxane was heated to 65° C. The heat source was removed and 175.8 g (1.1 mole) bromine added dropwise. After the addition of the bromine, the solution was stirred for 10 minutes and then poured into 3 liters ice water containing 25 g sodium bisulfite. The mixture was made slightly basic with 50% NaOH and twice extracted with 500-ml portions of pentane. The pentane extract... The solvent is CN(C=O)C (dimethylformamide). Starting materials: BrCCCCCl (1-bromo-4-chlorobutane), [H-].[Na+] (NaH), oil, C1(=CC=CC=C1)C=NN1C(NCC1)=O (1-phenylmethylenamino-2-imidazolidinone). Yield: 89.2%. Yields the product C1(=CC=CC=C1)C=NN1C(N(CC1)CCCCCl)=O (1-phenylmethyleneamino-3-(4-chlorobutyl)-2-imidazolidinone). As a reaction SMILES: [C:1]1([CH:7]=[N:8][N:9]2[CH2:13][CH2:12][NH:11][C:10]2=[O:14])[CH:6]=[CH:5][CH:4]=[CH:3][CH:2]=1.[H-].[Na+].Br[CH2:18][CH2:19][CH2:20][CH2:21][Cl:22]>CN(C)C=O>[C:1]1([CH:7]=[N:8][N:9]2[CH2:13][CH2:12][N:11]([CH2:18][CH2:19][CH2:20][CH2:21][Cl:22])[C:10]2=[O:14])[CH:2]=[CH:3][CH:4]=[CH:5][CH:6]=1 |f:1.2|. Procedure: A stirred mixture of 1-phenylmethylenamino-2-imidazolidinone (27.6 g, 0.1458 mole) [prepared as in Example A, Part II] in dimethylformamide (500 ml) is treated portionwise with 60% NaH in mineral oil (5.8 g, 0.1458 mole) over 30 minutes. The resulting mixture is stirred at ambient temperature 30 minutes, then heated at 80-90° C. for 30 minutes. The resulting thick mixture is cooled to ambient temperature, and 1-bromo-4-chlorobutane (50.0 g, 0.2916 mole, 2 eq) is added in one portion. The mixture... Run at time 30 minute. Reactants: C1CCOC1 (THF), C1(CC1)C1=C(C=C(C(=C1)C(=O)OC)OCC)C1=CC=CC=C1 (methyl 2-cyclopropyl-5-ethoxybiphenyl-4-carboxylate), C1CCOC1 (THF), [H-].[Al+3].[Li+].[H-].[H-].[H-] (lithium aluminum hydride), [OH-].[Na+] (sodium hydroxide). Solvent: O (water), O (Water). Conditions: time 5 minute. Yields the product C1(CC1)C1=C(C=C(C(=C1)C=O)OCC)C1=CC=CC=C1 (2-Cyclopropyl-5-ethoxybiphenyl-4-carbaldehyde). Isolated yield 69.9%. RXN SMILES: C1COCC1.[CH:6]1([C:9]2[CH:14]=[C:13]([C:15](OC)=[O:16])[C:12]([O:19][CH2:20][CH3:21])=[CH:11][C:10]=2[C:22]2[CH:27]=[CH:26][CH:25]=[CH:24][CH:23]=2)[CH2:8][CH2:7]1.[H-].[Al+3].[Li+].[H-].[H-].[H-].[OH-].[Na+]>O>[CH:6]1([C:9]2[CH:14]=[C:13]([CH:15]=[O:16])[C:12]([O:19][CH2:20][CH3:21])=[CH:11][C:10]=2[C:22]2[CH:23]=[CH:24][CH:25]=[CH:26][CH:27]=2)[CH2:8][CH2:7]1 |f:2.3.4.5.6.7,8.9|. Procedure: A THF (10 mL) solution of methyl 2-cyclopropyl-5-ethoxybiphenyl-4-carboxylate (1.80 g) was added to a THF (20 mL) suspension of lithium aluminum hydride (500 mg) under ice cooling in a nitrogen atmosphere. After stirring at the same temperature as above for 30 minutes, water (0.5 mL) and a 15% aqueous sodium hydroxide solution (0.5 mL) were added thereto, and the mixture was stirred for 5 minutes. Water (1.5 mL) was further added to the reaction mixture, and the mixture was stirred for 30 minute...